From a dataset of the Open Reaction Database (ORD), a public repository of structured organic reaction records. describe an organic reaction: reactants, conditions, products, and yield Starting materials: ClC1=NC=C(C=C1F)CSC (2-chloro-3-fluoro-5-methylthiomethylpyridine), N#CN (cyanamide), C(C)(=O)O.C(C)(=O)O.IC1=CC=CC=C1 (iodobenzene diacetate). Solvent: C1CCOC1 (THF). Conditions: temperature 0 celsius, time 1 hour. Yields the product FC=1C=C(C=NC1Cl)CS=NC#N ([1-(5-fluoro-6-chloropyridin-3-yl)methyl]-λ4-sulfanylidenecyanamide). The yield is 94.4%. Reaction SMILES: [Cl:1][C:2]1[C:7]([F:8])=[CH:6][C:5]([CH2:9][S:10]C)=[CH:4][N:3]=1.[N:12]#[C:13][NH2:14].C(O)(=O)C.C(O)(=O)C.IC1C=CC=CC=1>C1COCC1>[F:8][C:7]1[CH:6]=[C:5]([CH2:9][SH:10]=[N:14][C:13]#[N:12])[CH:4]=[N:3][C:2]=1[Cl:1] |f:2.3.4|. Procedure: To a stirred solution of 2-chloro-3-fluoro-5-methylthiomethylpyridine (1.7 g, 8.9 mmol) and cyanamide (3.7 g, 8.9 mmol) in THF (15 mL) cooled to 0° C. was added iodobenzene diacetate (2.86 g, 8.9 mmol) in one portion and the resulting mixture was stirred at 0° C. for 1 h and then at room temperature for 2 h. The solvent was removed in vacuo and the resulting mixture was purified on silica gel using 60% acetone in hexane to give 1.828 g of [1-(5-fluoro-6-chloropyridin-3-yl)methyl]-λ4-sulfanyliden... Reactants: FC1=CC=C(C=C1)[Mg]Br (4-fluorophenylmagnesiumbromide), Cl[Si]1(CCCC1)CCl (1-chloro-1-chloromethyl-1-silacyclopentane). Yields the product ClC[Si]1(CCCC1)C1=CC=C(C=C1)F (1-chloromethyl-1-(4-fluorophenyl)-1-silacyclopentane). As a reaction SMILES: [F:1][C:2]1[CH:7]=[CH:6][C:5]([Mg]Br)=[CH:4][CH:3]=1.Cl[Si:11]1([CH2:16][Cl:17])[CH2:15][CH2:14][CH2:13][CH2:12]1>>[Cl:17][CH2:16][Si:11]1([C:5]2[CH:6]=[CH:7][C:2]([F:1])=[CH:3][CH:4]=2)[CH2:15][CH2:14][CH2:13][CH2:12]1. Reported procedure: In the same apparatus and procedures as Example 1 was reacted 62 ml of 4-fluorophenylmagnesiumbromide solution (1.0 M in diethylether) with 1-chloro-1-chloromethyl-1-silacyclopentane prepared from the above procedure i) for 1 hr at 60° C. In the same method as Example 1 was treated the reaction product to give 10.34 g of 1-chloromethyl-1-(4-fluorophenyl)-1-silacyclopentane (b.p. 98° C./0.5 mmHg). Reactants: BrC1=CC=C(C=C1)[C@H](CC)N1C(O[C@@](CC1)(CCO)C1=CC=C(C=C1)F)=O ((S)-3-((S)-1-(4-bromophenyl)propyl)-6-(4-fluorophenyl)-6-(2-hydroxy ethyl)-1,3-oxazinan-2-one), FC1=C(C=CC(=C1)F)B(O)O (2,4-difluorophenylboronic acid), CsCO3. The reagents and catalysts are C=1C=CC(=CC1)[P](C=2C=CC=CC2)(C=3C=CC=CC3)[Pd]([P](C=4C=CC=CC4)(C=5C=CC=CC5)C=6C=CC=CC6)([P](C=7C=CC=CC7)(C=8C=CC=CC8)C=9C=CC=CC9)[P](C=1C=CC=CC1)(C=1C=CC=CC1)C=1C=CC=CC1 (Pd(PPh3)4). Solvent: O1CCOCC1 (dioxane). Product: FC1=C(C=CC(=C1)F)C1=CC=C(C=C1)[C@H](CC)N1C(O[C@@](CC1)(CCO)C1=CC=C(C=C1)F)=O ((S)-3-((S)-1-(2′,4′-difluorobiphenyl-4-yl) propyl)-6-(4-fluorophenyl)-6-(2-hydroxyethyl)-1,3-oxazinan-2-one). The yield is 25.9%. As a reaction SMILES: Br[C:2]1[CH:7]=[CH:6][C:5]([C@@H:8]([N:11]2[CH2:16][CH2:15][C@@:14]([C:20]3[CH:25]=[CH:24][C:23]([F:26])=[CH:22][CH:21]=3)([CH2:17][CH2:18][OH:19])[O:13][C:12]2=[O:27])[CH2:9][CH3:10])=[CH:4][CH:3]=1.[F:28][C:29]1[CH:34]=[C:33]([F:35])[CH:32]=[CH:31][C:30]=1B(O)O>O1CCOCC1.C1C=CC([P]([Pd]([P](C2C=CC=CC=2)(C2C=CC=CC=2)C2C=CC=CC=2)([P](C2C=CC=CC=2)(C2C=CC=CC=2)C2C=CC=CC=2)[P](C2C=CC=CC=2)(C2C=CC=CC=2)C2C=CC=CC=2)(C2C=CC=CC=2)C2C=CC=CC=2)=CC=1>[F:28][C:29]1[CH:34]=[C:33]([F:35])[CH:32]=[CH:31][C:30]=1[C:2]1[CH:3]=[CH:4][C:5]([C@@H:8]([N:11]2[CH2:16][CH2:15][C@@:14]([C:20]3[CH:25]=[CH:24][C:23]([F:26])=[CH:22][CH:21]=3)([CH2:17][CH2:18][OH:19])[O:13][C:12]2=[O:27])[CH2:9][CH3:10])=[CH:6][CH:7]=1 |^1:48,50,69,88|. Procedure details: To a solution of (S)-3-((S)-1-(4-bromophenyl)propyl)-6-(4-fluorophenyl)-6-(2-hydroxy ethyl)-1,3-oxazinan-2-one (60 mg, 0.14 mmol), 2,4-difluorophenylboronic acid (26 mg, 0.17 mmol) and Pd(PPh3)4 (16 mg, 0.01 mmol) in dioxane (5 mL) was added a solution of CsCO3 (2 M, 1 mL) at 0° C. Then the reaction mixture was refluxed overnight under nitrogen. The reaction mixture was washed with water and then extract with CH2Cl2 twice. The combined organic phases were dried over Na2SO4, filtered and concentr... Reactants: C(C)OC([C@H](CC1=CC=C(C=C1)OCC(=O)O)OC)=O ((2S)-3-(4-carboxymethoxy-phenyl)-2-methoxy-propionic acid ethyl ester), CC(CCN)C (3-methyl-butylamine), C(C)O[C@H](C(=O)O)CC1=CC=C(C=C1)O[C@H](C)C(NCCC1=CC=C(C=C1)OC1=CC=CC=C1)=O ((2S,1R)-2-ethoxy-3-(4-{1-[2-(4-phenoxy-phenyl)-ethylcarbamoyl]-ethoxy}-phenyl)-propionic acid). Yields the product CO[C@H](C(=O)O)CC1=CC=C(C=C1)OCC(NCCC(C)C)=O ((2S)-2-methoxy-3-{4-[(3-methyl-butylcarbamoyl)-methoxy]-phenyl}-propionic acid). As a reaction SMILES: C(OC(=O)[C@@H](OC)CC1C=CC(OCC(O)=O)=CC=1)C.CC(C)CCN.[CH2:27]([O:29][C@@H:30]([CH2:34][C:35]1[CH:40]=[CH:39][C:38]([O:41][C@@H:42]([C:44](=[O:61])[NH:45][CH2:46][CH2:47][C:48]2[CH:53]=CC(OC3C=CC=CC=3)=C[CH:49]=2)C)=[CH:37][CH:36]=1)[C:31]([OH:33])=[O:32])C>>[CH3:27][O:29][C@@H:30]([CH2:34][C:35]1[CH:40]=[CH:39][C:38]([O:41][CH2:42][C:44](=[O:61])[NH:45][CH2:46][CH2:47][CH:48]([CH3:49])[CH3:53])=[CH:37][CH:36]=1)[C:31]([OH:33])=[O:32]. Reported procedure: The title compound was prepared from (2S)-3-(4-carboxymethoxy-phenyl)-2-methoxy-propionic acid ethyl ester (PREPARATION 3, step 2) and 3-methyl-butylamine via the same procedure used for the preparation of (2S,1R)-2-ethoxy-3-(4-{1-[2-(4-phenoxy-phenyl)-ethylcarbamoyl]-ethoxy}-phenyl)-propionic acid (Example 1, step 3) to produce a colorless oil. MS (ES) for C17H25NO5 [M−H]−: 322. The reactants are Cc1cc(O)ccc1Br, COC(=O)C=Cc1ccc(B(O)O)cc1, Cl, CN(C)C=O, O, c1ccc(P(c2ccccc2)(c2ccccc2)[Pd](P(c2ccccc2)(c2ccccc2)c2ccccc2)(P(c2ccccc2)(c2ccccc2)c2ccccc2)P(c2ccccc2)(c2ccccc2)c2ccccc2)cc1. The product is COC(=O)C=Cc1ccc(-c2ccc(O)cc2C)cc1. As a reaction SMILES: [Br:1][c:2]1[c:3]([CH3:9])[cH:4][c:5]([OH:8])[cH:6][cH:7]1.[CH3:10][O:11][C:12]([CH:13]=[CH:14][c:15]1[cH:16][cH:17][c:18]([B:21]([OH:22])[OH:23])[cH:19][cH:20]1)=[O:24].[ClH:30].[O:25]=[CH:26][N:27]([CH3:28])[CH3:29].[OH2:31].[cH:32]1[cH:33][cH:34][c:35]([P:36]([Pd:37]([P:38]([c:39]2[cH:40][cH:41][cH:42][cH:43][cH:44]2)([c:45]2[cH:46][cH:47][cH:48][cH:49][cH:50]2)[c:51]2[cH:52][cH:53][cH:54][cH:55][cH:56]2)([P:57]([c:58]2[cH:59][cH:60][cH:61][cH:62][cH:63]2)([c:64]2[cH:65][cH:66][cH:67][cH:68][cH:69]2)[c:70]2[cH:71][cH:72][cH:73][cH:74][cH:75]2)[P:76]([c:77]2[cH:78][cH:79][cH:80][cH:81][cH:82]2)([c:83]2[cH:84][cH:85][cH:86][cH:87][cH:88]2)[c:89]2[cH:90][cH:91][cH:92][cH:93][cH:94]2)([c:95]2[cH:96][cH:97][cH:98][cH:99][cH:100]2)[c:101]2[cH:102][cH:103][cH:104][cH:105][cH:106]2)[cH:107][cH:108]1>>[c:2]1(-[c:18]2[cH:17][cH:16][c:15]([CH:14]=[CH:13][C:12]([O:11][CH3:10])=[O:24])[cH:20][cH:19]2)[c:3]([CH3:9])[cH:4][c:5]([OH:8])[cH:6][cH:7]1. Reactants: CCC(Oc1cc2cc(C)sc2c(Cl)c1Cl)C(=O)[O-], CCO, [Na+], [OH-]. As a reaction SMILES: [CH2:1]([CH3:2])[CH:3]([C:4](=[O:5])[O-:6])[O:7][c:8]1[cH:9][c:10]2[c:11]([s:12][c:13]([CH3:15])[cH:14]2)[c:16]([Cl:19])[c:17]1[Cl:18].[CH3:22][CH2:23][OH:24].[Na+:21].[OH-:20]>>[CH2:3]([C:4](=[O:5])[OH:6])[O:7][c:8]1[cH:9][c:10]2[c:11]([s:12][c:13]([CH3:15])[cH:14]2)[c:16]([Cl:19])[c:17]1[Cl:18]. Yields the product Cc1cc2cc(OCC(=O)O)c(Cl)c(Cl)c2s1. Starting materials: C(C)(C)(C)OC(NC[C@@H]1CC[C@H](CC1)OC1=CC=NC2=C(C=CC=C12)F)=O (tert-Butyl-N-({trans-4-[(8-fluoroquinolin-4-yl)oxy]cyclohexyl}methyl)carbamate), FC(C(=O)O)(F)F (trifluoroacetic acid). The solvent is ClCCl (dichloromethane). Product: FC=1C=CC=C2C(=CC=NC12)O[C@@H]1CC[C@H](CC1)CN (trans-{4-[(8-fluoroquinolin-4-yl)oxy]cyclohexyl}methylamine). Isolated yield 68.0%. As a reaction SMILES: C(OC(=O)[NH:7][CH2:8][C@H:9]1[CH2:14][CH2:13][C@H:12]([O:15][C:16]2[C:25]3[C:20](=[C:21]([F:26])[CH:22]=[CH:23][CH:24]=3)[N:19]=[CH:18][CH:17]=2)[CH2:11][CH2:10]1)(C)(C)C.FC(F)(F)C(O)=O>ClCCl>[F:26][C:21]1[CH:22]=[CH:23][CH:24]=[C:25]2[C:20]=1[N:19]=[CH:18][CH:17]=[C:16]2[O:15][C@H:12]1[CH2:11][CH2:10][C@H:9]([CH2:8][NH2:7])[CH2:14][CH2:13]1. Reported procedure: tert-Butyl-N-({trans-4-[(8-fluoroquinolin-4-yl)oxy]cyclohexyl}methyl)carbamate (950 mg, 2.54 mmol) was dissolved in dichloromethane (7.0 mL) and trifluoroacetic acid (2.0 mL, 25.4 mmol) was added at room temperature. After one hour at room temperature the reaction mixture was concentrated by evaporation and was then coevaporated with toluene. The residue was taken up in ammoniacal methanol solution (7 N) and concentrated by evaporation again to dryness. After chromatography, the desired product ... Starting materials: solution, C(CCC)[Li] (n-butyllithium), CCCCCC (hexane), acetal, C(C1=CC=CC=C1)=O (benzaldehyde), C(C)(=O)OCC (ethyl acetate). Solvent: O1CCCC1 (tetrahydrofuran), O1CCCC1 (tetrahydofuran). Run at time 0.5 hour. The product is O1C(OCC1)C=1C=C(C(C2=CC=CC=C2)O)C=CC1 (m-(1,3-Dioxolan-2-yl)-benzhydrol). The yield is 51.0%. RXN SMILES: C([Li])CCC.[CH3:6][CH2:7][CH2:8][CH2:9][CH2:10][CH3:11].[CH:12](=[O:19])[C:13]1[CH:18]=[CH:17][CH:16]=[CH:15][CH:14]=1.[C:20]([O:23][CH2:24][CH3:25])(=[O:22])C>O1CCCC1>[O:22]1[CH2:25][CH2:24][O:23][CH:20]1[C:8]1[CH:7]=[C:6]([CH:11]=[CH:10][CH:9]=1)[CH:12]([OH:19])[C:13]1[CH:18]=[CH:17][CH:16]=[CH:15][CH:14]=1. Procedure: A stirred solution of the acetal (1.0 g, 4.37 mmol) of Description 1 in dry tetrahydrofuran (50 ml), under argon, was cooled to -80° and treated with a 1.6 M solution of n-butyllithium in hexane (2.73 ml, 4.37 mmol). The resulting yellow solution was stirred at -80° for 0.5 hours. A solution of redistilled benzaldehyde (0.44 ml, 4.37 mmol) in dry tetrahydofuran (5 ml) was added over 2 minutes and the solution left to stir for 1 hour. The reaction mixture was warmed to room temperature over the n... Reactants: CCOC(=O)c1cc(COc2cccc(C)c2)c(C(=O)OCC)[nH]1, CI, CN(C)C=O, O. Product: CCOC(=O)c1cc(COc2cccc(C)c2)c(C(=O)OCC)n1C. Reaction SMILES: [CH3:1][c:2]1[cH:3][c:4]([O:5][CH2:6][c:7]2[cH:8][c:9]([C:17](=[O:18])[O:19][CH2:20][CH3:21])[nH:10][c:11]2[C:12](=[O:13])[O:14][CH2:15][CH3:16])[cH:22][cH:23][cH:24]1.[CH3:25][I:26].[O:28]=[CH:29][N:30]([CH3:31])[CH3:32].[OH2:27]>>[CH3:1][c:2]1[cH:3][c:4]([O:5][CH2:6][c:7]2[cH:8][c:9]([C:17](=[O:18])[O:19][CH2:20][CH3:21])[n:10]([CH3:25])[c:11]2[C:12](=[O:13])[O:14][CH2:15][CH3:16])[cH:22][cH:23][cH:24]1.